This data is from the Open Reaction Database (ORD), a public repository of structured organic reaction records. The task is: describe an organic reaction: reactants, conditions, products, and yield Reactants: Cc1cc(Oc2ccc([N+](=O)[O-])c(N(C)C(=O)OC(C)(C)C)c2)cc(C)c1NC(=O)OC(C)(C)C, CO. Product: Cc1cc(Oc2ccc(N)c(N(C)C(=O)OC(C)(C)C)c2)cc(C)c1NC(=O)OC(C)(C)C. As a reaction SMILES: [C:1]([CH3:2])([CH3:3])([CH3:4])[O:5][C:6](=[O:7])[NH:8][c:9]1[c:10]([CH3:35])[cH:11][c:12]([O:13][c:14]2[cH:15][cH:16][c:17]([N+:29]([O-:30])=[O:31])[c:18]([N:20]([C:21]([O:22][C:23]([CH3:24])([CH3:25])[CH3:26])=[O:27])[CH3:28])[cH:19]2)[cH:32][c:33]1[CH3:34].[CH3:36][OH:37]>>[C:1]([CH3:2])([CH3:3])([CH3:4])[O:5][C:6](=[O:7])[NH:8][c:9]1[c:10]([CH3:35])[cH:11][c:12]([O:13][c:14]2[cH:15][cH:16][c:17]([NH2:29])[c:18]([N:20]([C:21]([O:22][C:23]([CH3:24])([CH3:25])[CH3:26])=[O:27])[CH3:28])[cH:19]2)[cH:32][c:33]1[CH3:34].